This data is from the Open Reaction Database (ORD), a public repository of structured organic reaction records. The task is: describe an organic reaction: reactants, conditions, products, and yield Reactants: FC1=C(C=CC(=C1)F)NC1=C(C(=O)CC(=O)OCC)C=C(C(=N1)O)F (ethyl 2-[2-(2,4-difluorophenylamino)-5-fluoro-6-hydroxynicotinoyl]acetate), C(C(C)(C)C)OC(N(C)C)OCC(C)(C)C (N,N-dimethylformamide dineopentylacetal). Run in C1(=CC=CC=C1)C (toluene). Yields the product FC1=C(C=CC(=C1)F)N1C=C(C(C2=CC(=C(N=C12)O)F)=O)C(=O)OCC (ethyl 1-(2,4-difluorophenyl)-6-fluoro-1,4-dihydro-7-hydroxy-4-oxo-1,8-naphthyridine-3-carboxylate). Isolated yield 75.4%. RXN SMILES: [F:1][C:2]1[CH:7]=[C:6]([F:8])[CH:5]=[CH:4][C:3]=1[NH:9][C:10]1[N:23]=[C:22]([OH:24])[C:21]([F:25])=[CH:20][C:11]=1[C:12]([CH2:14][C:15]([O:17][CH2:18][CH3:19])=[O:16])=[O:13].[CH2:26](OC(OCC(C)(C)C)N(C)C)C(C)(C)C>C1(C)C=CC=CC=1>[F:1][C:2]1[CH:7]=[C:6]([F:8])[CH:5]=[CH:4][C:3]=1[N:9]1[C:10]2[C:11](=[CH:20][C:21]([F:25])=[C:22]([OH:24])[N:23]=2)[C:12](=[O:13])[C:14]([C:15]([O:17][CH2:18][CH3:19])=[O:16])=[CH:26]1. Reported procedure: In 4 ml of toluene was suspended 200 mg of ethyl 2-[2-(2,4-difluorophenylamino)-5-fluoro-6-hydroxynicotinoyl]acetate, and 200 mg of N,N-dimethylformamide dineopentylacetal was added thereto, after which the resulting mixture was subjected to reaction at room temperature for 4 hours. The crystals thus deposited were collected by filtration, and to the crystals were added 5 ml of ethanol and 5 ml of water, after which the pH thereof was adjusted to 1.0 with 2N hydrochloric acid. Thereafter, the cr... Procedure details: To a solution of 2-(trimethylsilyl)ethyl (2R,3S)-3-amino-2-hydroxy-4-(tetrahydro-2H-pyran-4-yl)butyl(methyl)carbamate (50 mg, 0.12 mmol) and CDI (20 mg, 0.12 mmol) in anhydrous CH2Cl2 (10 mL) cooled in an ice bath, DIEA (78 mg, 0.6 mmol) was added. After addition, the mixture was stirred for 1 h at 0° C. and added to a solution of methyl 2-((S)-(3-chlorophenyl)((R)-morpholin-2-yl)methoxy)ethylcarbamate (59 mg, 0.18 mmol) in anhydrous CH2Cl2 (2 mL). The reaction mixture was allowed to warm to rt ... The yield is 35.6%. The product is ClC=1C=C(C=CC1)[C@H](OCCNC(OC)=O)[C@H]1CN(CCO1)C(N[C@@H](CC1CCOCC1)[C@@H](CN(C(=O)OCC[Si](C)(C)C)C)O)=O (Methyl 2-((S)-(3-chlorophenyl)((R)-4-((2S,3R)-3-hydroxy-4-(N-methyl-N-(2-(trimethylsilyl)ethoxycarbonyl)amino)-1-(tetrahydro-2H-pyran-4-yl)butan-2-ylcarbamoyl)morpholin-2-yl)methoxy)ethylcarbamate). Solvent: C(Cl)Cl (CH2Cl2), C(Cl)Cl (CH2Cl2). Conditions: temperature 0 celsius, time 1 hour. RXN SMILES: [NH2:1][C@@H:2]([CH2:17][CH:18]1[CH2:23][CH2:22][O:21][CH2:20][CH2:19]1)[C@H:3]([OH:16])[CH2:4][N:5]([CH3:15])[C:6](=[O:14])[O:7][CH2:8][CH2:9][Si:10]([CH3:13])([CH3:12])[CH3:11].C1N=CN([C:29]([N:31]2[CH:35]=N[CH:33]=[CH:32]2)=[O:30])C=1.CCN(C(C)C)C(C)C.[Cl:45][C:46]1[CH:47]=[C:48]([C@@H:52]([C@@H:61]2[O:66]CCNC2)[O:53][CH2:54][CH2:55][NH:56][C:57](=[O:60])[O:58][CH3:59])[CH:49]=[CH:50][CH:51]=1>C(Cl)Cl>[Cl:45][C:46]1[CH:47]=[C:48]([C@@H:52]([C@@H:61]2[O:66][CH2:33][CH2:32][N:31]([C:29](=[O:30])[NH:1][C@H:2]([C@H:3]([OH:16])[CH2:4][N:5]([CH3:15])[C:6]([O:7][CH2:8][CH2:9][Si:10]([CH3:12])([CH3:13])[CH3:11])=[O:14])[CH2:17][CH:18]3[CH2:19][CH2:20][O:21][CH2:22][CH2:23]3)[CH2:35]2)[O:53][CH2:54][CH2:55][NH:56][C:57](=[O:60])[O:58][CH3:59])[CH:49]=[CH:50][CH:51]=1. Starting materials: ClC=1C=C(C=CC1)[C@H](OCCNC(OC)=O)[C@H]1CNCCO1 (methyl 2-((S)-(3-chlorophenyl)((R)-morpholin-2-yl)methoxy)ethylcarbamate), N[C@H]([C@@H](CN(C(OCC[Si](C)(C)C)=O)C)O)CC1CCOCC1 (2-(trimethylsilyl)ethyl (2R,3S)-3-amino-2-hydroxy-4-(tetrahydro-2H-pyran-4-yl)butyl(methyl)carbamate), C1=CN(C=N1)C(=O)N2C=CN=C2 (CDI), CCN(C(C)C)C(C)C (DIEA). The reactants are COC(C)COC(C)CO (Dipropylene glycol monomethyl ether), C(C1=CC=CC=C1)(=O)O (benzoic acid), C1(=CC=CC=C1)C (toluene). The reagents and catalysts are C([O-])([O-])=O.[Zr+4].C([O-])([O-])=O (zirconium carbonate). Solvent: O (water). Reaction conditions: temperature 100 celsius. The product is C(C1=CC=CC=C1)(=O)OCC(OCC(C)OC)C (Dipropylene Glycol Monomethyl Ether Benzoate). The yield is 91.8%. As a reaction SMILES: [CH3:1][O:2][CH:3]([CH2:5][O:6][CH:7]([CH2:9][OH:10])[CH3:8])[CH3:4].[C:11](O)(=[O:18])[C:12]1[CH:17]=[CH:16][CH:15]=[CH:14][CH:13]=1.C1(C)C=CC=CC=1>C(=O)([O-])[O-].[Zr+4].C(=O)([O-])[O-].O>[C:11]([O:10][CH2:9][CH:7]([CH3:8])[O:6][CH2:5][CH:3]([O:2][CH3:1])[CH3:4])(=[O:18])[C:12]1[CH:17]=[CH:16][CH:15]=[CH:14][CH:13]=1 |f:3.4.5|. Reported procedure: Dipropylene glycol monomethyl ether (444.6 grams; 3.0 mol), benzoic acid (373.7 grams; 3.06 mol), toluene (50 ml) and zirconium carbonate (2.0 grams) were placed into a 200 ml, 3-necked round bottom flask equipped with stirrer, thermometer, heating mantle, Dean Stark water trap, condenser and 10" Vigneux column. The reaction temperature was 180° C. at the beginning of the reaction and 217° C. after 6.5 hours with stirring. During that time, water (44 mls) was removed. The reaction was continued ... Starting materials: C(C)(=O)N1CCN(CC1)C1=CC=C(C=C1)NC=1N=C(C2=C(N1)N(C=C2)S(=O)(=O)C2=CC=C(C)C=C2)NC=2C=C(C(=O)N)C=CC2 (3-(2-(4-(4-acetylpiperazin-1-yl)phenylamino)-7-tosyl-7H-pyrrolo[2,3-d]pyrimidin-4-ylamino)benzamide), [OH-].[K+] (KOH). The solvent is CO (MeOH). Run at temperature 60 celsius. The product is C(C)(=O)N1CCN(CC1)C1=CC=C(C=C1)NC=1N=C(C2=C(N1)NC=C2)NC=2C=C(C(=O)N)C=CC2 (3-(2-(4-(4-acetylpiperazin-1-yl)phenylamino)-7H-pyrrolo[2,3-d]pyrimidin-4-ylamino)benzamide). The yield is 49.8%. As a reaction SMILES: [C:1]([N:4]1[CH2:9][CH2:8][N:7]([C:10]2[CH:15]=[CH:14][C:13]([NH:16][C:17]3[N:18]=[C:19]([NH:36][C:37]4[CH:38]=[C:39]([CH:43]=[CH:44][CH:45]=4)[C:40]([NH2:42])=[O:41])[C:20]4[CH:25]=[CH:24][N:23](S(C5C=CC(C)=CC=5)(=O)=O)[C:21]=4[N:22]=3)=[CH:12][CH:11]=2)[CH2:6][CH2:5]1)(=[O:3])[CH3:2].[OH-].[K+]>CO>[C:1]([N:4]1[CH2:9][CH2:8][N:7]([C:10]2[CH:11]=[CH:12][C:13]([NH:16][C:17]3[N:18]=[C:19]([NH:36][C:37]4[CH:38]=[C:39]([CH:43]=[CH:44][CH:45]=4)[C:40]([NH2:42])=[O:41])[C:20]4[CH:25]=[CH:24][NH:23][C:21]=4[N:22]=3)=[CH:14][CH:15]=2)[CH2:6][CH2:5]1)(=[O:3])[CH3:2] |f:1.2|. Procedure: To a solution of 3-(2-(4-(4-acetylpiperazin-1-yl)phenylamino)-7-tosyl-7H-pyrrolo[2,3-d]pyrimidin-4-ylamino)benzamide (40 mg, 0.064 mmol) in MeOH (3 mL), aq. 1N KOH (1.0 mL, 1.0 mmol) was added. The mixture was heated at 60° C. for 3 h. It was concentrated in vacuo. The residue was acidified with HOAc (1 mL) before being purified by HPLC to give 3-(2-(4-(4-acetylpiperazin-1-yl)phenylamino)-7H-pyrrolo[2,3-d]pyrimidin-4-ylamino)benzamide (15 mg), MS 471.1 (M+H); UV 207.3, 284.1, 311.5 nm; and 3-(2-... The reactants are C1(=CC=CC=C1)C (toluene), BrC1=CC=2C(C3=CC(=CC=C3N(C2C=C1)C1=CC=CC=C1)C1=CC=CC=C1)(C)C (2-Bromo-9,9-dimethyl-7,10-diphenylacridan), (biphenyl-4-yl)-[4-(4,4,5,5-tetramethyl-[1,3,2]dioxaboran-2-yl)phenyl]-phenylamine, C(C)O (ethanol), C([O-])([O-])=O.[K+].[K+] (potassium carbonate), nitrogen-substituted, C1(=CC=CC=C1)C (toluene), crude product. Reagents/catalysts: C=1C=CC(=CC1)[P](C=2C=CC=CC2)(C=3C=CC=CC3)[Pd]([P](C=4C=CC=CC4)(C=5C=CC=CC5)C=6C=CC=CC6)([P](C=7C=CC=CC7)(C=8C=CC=CC8)C=9C=CC=CC9)[P](C=1C=CC=CC1)(C=1C=CC=CC1)C=1C=CC=CC1 (tetrakis(triphenylphosphine)palladium). Run in CO (methanol). Reaction conditions: temperature 72 celsius, time 7 hour. The product is C1(=CC=C(C=C1)N(C1=CC=CC=C1)C1=CC=C(C=C1)C1=CC=2C(C3=CC(=CC=C3N(C2C=C1)C1=CC=CC=C1)C1=CC=CC=C1)(C)C)C1=CC=CC=C1 ((biphenyl-4-yl)-[4-(9,9-dimethyl-7,10-diphenylacridan-2-yl)phenyl]-phenylamine). Isolated yield 68.0%. Reaction SMILES: Br[C:2]1[CH:15]=[CH:14][C:13]2[N:12]([C:16]3[CH:21]=[CH:20][CH:19]=[CH:18][CH:17]=3)[C:11]3[C:6](=[CH:7][C:8](C4C=CC=CC=4)=[CH:9][CH:10]=3)[C:5]([CH3:29])([CH3:28])[C:4]=2[CH:3]=1.[CH2:30](O)[CH3:31].C(=O)([O-])[O-].[K+].[K+].[C:39]1([CH3:45])[CH:44]=[CH:43][CH:42]=[CH:41][CH:40]=1>C1C=CC([P]([Pd]([P](C2C=CC=CC=2)(C2C=CC=CC=2)C2C=CC=CC=2)([P](C2C=CC=CC=2)(C2C=CC=CC=2)C2C=CC=CC=2)[P](C2C=CC=CC=2)(C2C=CC=CC=2)C2C=CC=CC=2)(C2C=CC=CC=2)C2C=CC=CC=2)=CC=1.CO>[C:39]1([C:45]2[CH:31]=[CH:30][CH:29]=[CH:5][CH:28]=2)[CH:44]=[CH:43][C:42]([N:12]([C:13]2[CH:4]=[CH:3][C:2]([C:2]3[CH:15]=[CH:14][C:13]4[N:12]([C:11]5[CH:6]=[CH:7][CH:8]=[CH:9][CH:10]=5)[C:16]5[C:17](=[CH:18][C:19]([C:16]6[CH:21]=[CH:20][CH:19]=[CH:18][CH:17]=6)=[CH:20][CH:21]=5)[C:5]([CH3:28])([CH3:29])[C:4]=4[CH:3]=3)=[CH:15][CH:14]=2)[C:11]2[CH:6]=[CH:7][CH:8]=[CH:9][CH:10]=2)=[CH:41][CH:40]=1 |f:2.3.4,^1:49,51,70,89|. Reported procedure: 2-Bromo-9,9-dimethyl-7,10-diphenylacridan (3.2 g), (biphenyl-4-yl)-[4-(4,4,5,5-tetramethyl-[1,3,2]dioxaboran-2-yl)phenyl]-phenylamine (3.6 g), toluene (40 ml), ethanol (10 ml), and a 2M potassium carbonate aqueous solution (11 ml) were added to a nitrogen-substituted reaction vessel and aerated with nitrogen gas for 30 min under ultrasonic irradiation. The mixture was heated after adding tetrakis(triphenylphosphine)palladium (0.26 g) and stirred at 72° C. for 7 hours. The mixture was allowed to ... Starting materials: CS(=O)(=O)c1ncc(-c2ccccc2)c(C(F)(F)F)n1, CS(C)=O, [K+], Nc1ccc(O)cc1, [OH-]. Product: Nc1ccc(Oc2ncc(-c3ccccc3)c(C(F)(F)F)n2)cc1. As a reaction SMILES: [CH3:11][S:12](=[O:13])(=[O:14])[c:15]1[n:16][cH:17][c:18](-[c:25]2[cH:26][cH:27][cH:28][cH:29][cH:30]2)[c:19]([C:21]([F:22])([F:23])[F:24])[n:20]1.[CH3:31][S:32]([CH3:33])=[O:34].[K+:2].[NH2:3][c:4]1[cH:5][cH:6][c:7]([OH:8])[cH:9][cH:10]1.[OH-:1]>>[NH2:3][c:4]1[cH:5][cH:6][c:7]([O:8][c:15]2[n:16][cH:17][c:18](-[c:25]3[cH:26][cH:27][cH:28][cH:29][cH:30]3)[c:19]([C:21]([F:22])([F:23])[F:24])[n:20]2)[cH:9][cH:10]1.